This data is from the Open Reaction Database (ORD), a public repository of structured organic reaction records. The task is: describe an organic reaction: reactants, conditions, products, and yield Reactants: [BH4-], N#Cc1ccc(C=Nn2cnnc2)cc1, CO, [Na+]. The product is N#Cc1ccc(CNn2cnnc2)cc1. Reaction SMILES: [BH4-:1].[C:3](#[N:4])[c:5]1[cH:6][cH:7][c:8]([CH:9]=[N:10][n:11]2[cH:12][n:13][n:14][cH:15]2)[cH:16][cH:17]1.[CH3:18][OH:19].[Na+:2]>>[C:3](#[N:4])[c:5]1[cH:6][cH:7][c:8]([CH2:9][NH:10][n:11]2[cH:12][n:13][n:14][cH:15]2)[cH:16][cH:17]1. Starting materials: C(C)(C)(C)C=1OC=CC(C1)=O (2-tert-butyl-pyran-4-one), aqueous solution, [OH-].[NH4+] (ammonium hydroxide). Product: C(C)(C)(C)C=1NC=CC(C1)=O (2-tert-Butyl-1H-pyridin-4-one). Reaction SMILES: [C:1]([C:5]1O[CH:7]=[CH:8][C:9](=[O:11])[CH:10]=1)([CH3:4])([CH3:3])[CH3:2].[OH-].[NH4+:13]>>[C:1]([C:5]1[NH:13][CH:7]=[CH:8][C:9](=[O:11])[CH:10]=1)([CH3:4])([CH3:3])[CH3:2] |f:1.2|. Procedure details: A mixture of 2-tert-butyl-pyran-4-one (Step 1.6) (5.74 g, 37.7 mmol) and a 30% aqueous solution of ammonium hydroxide (100 mL) is stirred for 1 h at reflux, allowed to cool and concentrated. The residue is triturated with MeOH (200 mL) and filtered. The filtrate is concentrated and the residue purified by silica gel column chromatography (DCM/MeOH/NH3aq, 94:5:1→92:7:1) to afford 4.46 g of the title compound as a yellow solid: ESI-MS: 152.0 [M+H]+; tR=1.45 min (System 1); TLC: Rf=0.11 (DCM/MeOH, ... The reactants are CC(=O)OC1CSC(Oc2cccc(Cl)n2)C(OC(C)=O)C1OC(C)=O, OB(O)c1cccnc1. Yields the product CC(=O)OC1CSC(Oc2cccc(-c3cccnc3)n2)C(OC(C)=O)C1OC(C)=O. As a reaction SMILES: [C:1]([CH3:2])(=[O:3])[O:4][CH:5]1[CH:6]([O:7][c:8]2[n:9][c:10]([Cl:14])[cH:11][cH:12][cH:13]2)[S:15][CH2:16][CH:17]([O:23][C:24]([CH3:25])=[O:26])[CH:18]1[O:19][C:20]([CH3:21])=[O:22].[n:27]1[cH:28][c:29]([B:33]([OH:34])[OH:35])[cH:30][cH:31][cH:32]1>>[C:1]([CH3:2])(=[O:3])[O:4][CH:5]1[CH:6]([O:7][c:8]2[n:9][c:10](-[c:29]3[cH:28][n:27][cH:32][cH:31][cH:30]3)[cH:11][cH:12][cH:13]2)[S:15][CH2:16][CH:17]([O:23][C:24]([CH3:25])=[O:26])[CH:18]1[O:19][C:20]([CH3:21])=[O:22]. Reactants: CC1=NC(=CC(=C1C(=O)OCC)C1=CC(=CC=C1)[N+](=O)[O-])C1=CC=CC=C1 (ethyl 2-methyl-4-(3-nitrophenyl)-6-phenyl-3-pyridinecarboxylate), BrN1C(CCC1=O)=O (N-bromosuccinimide), ice water. The reagents and catalysts are C(C1=CC=CC=C1)(=O)OOC(C1=CC=CC=C1)=O (benzoyl peroxide). Solvent: C(Cl)(Cl)(Cl)Cl (carbon tetrachloride). Product: BrCC1=NC(=CC(=C1C(=O)OCC)C1=CC(=CC=C1)[N+](=O)[O-])C1=CC=CC=C1 (ethyl 2-bromomethyl-4-(3-nitrophenyl)-6-phenyl-3-pyridinecarboxylate). Isolated yield 32.8%. Reaction SMILES: [CH3:1][C:2]1[C:7]([C:8]([O:10][CH2:11][CH3:12])=[O:9])=[C:6]([C:13]2[CH:18]=[CH:17][CH:16]=[C:15]([N+:19]([O-:21])=[O:20])[CH:14]=2)[CH:5]=[C:4]([C:22]2[CH:27]=[CH:26][CH:25]=[CH:24][CH:23]=2)[N:3]=1.[Br:28]N1C(=O)CCC1=O>C(Cl)(Cl)(Cl)Cl.C(OOC(=O)C1C=CC=CC=1)(=O)C1C=CC=CC=1>[Br:28][CH2:1][C:2]1[C:7]([C:8]([O:10][CH2:11][CH3:12])=[O:9])=[C:6]([C:13]2[CH:18]=[CH:17][CH:16]=[C:15]([N+:19]([O-:21])=[O:20])[CH:14]=2)[CH:5]=[C:4]([C:22]2[CH:27]=[CH:26][CH:25]=[CH:24][CH:23]=2)[N:3]=1. Reported procedure: A mixture of ethyl 2-methyl-4-(3-nitrophenyl)-6-phenyl-3-pyridinecarboxylate (5 g), N-bromosuccinimide (5.9 g) and benzoyl peroxide (0.1 g) in carbon tetrachloride (200 ml) was refluxed for 5 hours. The reaction mixture was poured into ice water (100 ml). The separated organic layer was washed with saturated aqueous sodium hydrogen carbonate and saturated aqueous sodium chloride successively, dried over magnesium sulfate and evaporated in vacuo. The residue was subjected to a column chromatograp... The reactants are Cl (hydrochloric acid), N1(N=CN=C1)C[C@@]1(C[C@@H](CO1)COC1=CC=C(C=C1)N1CCN(CC1)C1=CC=C(C=C1)N1C=NN(C1=O)[C@@H]([C@H](C)OCC1=CC=CC=C1)CC)C1=C(C=C(C=C1)F)F (4-(4-(4-(4-(((3R,5R)-5-((1H-1,2,4-triazol-1-yl)methyl)-5-(2,4-difluorophenyl)tetrahydro furan-3-yl)methoxy)phenyl)piperazin-1-yl)phenyl)-1-((2S,3R)-2-(benzyloxy)pentan-3-yl)-1H-1,2,4-triazol-5(4H)-one). The reagents and catalysts are [Pd] (Pd—C). Solvent: CO (methanol). Reaction conditions: temperature 30 celsius, time 5 hour. Yields the product CC[C@@H]([C@H](C)O)N1C(=O)N(C=N1)C=2C=CC(=CC2)N3CCN(CC3)C=4C=CC(=CC4)OC[C@H]5C[C@](OC5)(CN6C=NC=N6)C=7C=CC(=CC7F)F (Posaconazole). The yield is 75.0%. As a reaction SMILES: Cl.[N:2]1([CH2:7][C@@:8]2([C:52]3[CH:57]=[CH:56][C:55]([F:58])=[CH:54][C:53]=3[F:59])[O:12][CH2:11][C@@H:10]([CH2:13][O:14][C:15]3[CH:20]=[CH:19][C:18]([N:21]4[CH2:26][CH2:25][N:24]([C:27]5[CH:32]=[CH:31][C:30]([N:33]6[C:37](=[O:38])[N:36]([C@H:39]([CH2:50][CH3:51])[C@@H:40]([O:42]CC7C=CC=CC=7)[CH3:41])[N:35]=[CH:34]6)=[CH:29][CH:28]=5)[CH2:23][CH2:22]4)=[CH:17][CH:16]=3)[CH2:9]2)[CH:6]=[N:5][CH:4]=[N:3]1>CO.[Pd]>[CH3:51][CH2:50][C@H:39]([N:36]1[N:35]=[CH:34][N:33]([C:30]2[CH:31]=[CH:32][C:27]([N:24]3[CH2:23][CH2:22][N:21]([C:18]4[CH:17]=[CH:16][C:15]([O:14][CH2:13][C@@H:10]5[CH2:11][O:12][C@:8]([C:52]6[CH:57]=[CH:56][C:55]([F:58])=[CH:54][C:53]=6[F:59])([CH2:7][N:2]6[N:3]=[CH:4][N:5]=[CH:6]6)[CH2:9]5)=[CH:20][CH:19]=4)[CH2:26][CH2:25]3)=[CH:28][CH:29]=2)[C:37]1=[O:38])[C@@H:40]([OH:42])[CH3:41]. Reported procedure: 5N hydrochloric acid (72 ml) and 10% Pd—C(10 g) were added to a solution of 4-(4-(4-(4-(((3R,5R)-5-((1H-1,2,4-triazol-1-yl)methyl)-5-(2,4-difluorophenyl)tetrahydro furan-3-yl)methoxy)phenyl)piperazin-1-yl)phenyl)-1-((2S,3R)-2-(benzyloxy)pentan-3-yl)-1H-1,2,4-triazol-5(4H)-one compound of formula-21 (42 g) in methanol (420 ml). The reaction mixture was hydrogenated for 5 hours under a hydrogen gas pressure of 4-5 kg/cm2 at 50°. After completion of reaction, the catalyst was filtered off and washe... Starting materials: C(CCC)[SnH2]CCCC (dibutyltin dihydride), C(=O)OC=C (vinyl formate). Yields the product C(=O)OCC[Sn](CCCC)(CCCC)CCOC=O (bis(2-formyloxyethyl)dibutyltin). RXN SMILES: [CH2:1]([SnH2:5][CH2:6][CH2:7][CH2:8][CH3:9])[CH2:2][CH2:3][CH3:4].[CH:10]([O:12][CH:13]=[CH2:14])=[O:11]>>[CH:10]([O:12][CH2:13][CH2:14][Sn:5]([CH2:14][CH2:13][O:12][CH:10]=[O:11])([CH2:6][CH2:7][CH2:8][CH3:9])[CH2:1][CH2:2][CH2:3][CH3:4])=[O:11]. Procedure: The addition of dibutyltin dihydride to vinyl formate was carried out in a Pyrex® tube at 30°-35° C. by following the operating procedure of Example 5. The product was not isolated, because it decomposed as it was being formed. The yield is 42.0%. Yields the product CC1=C(C(=C(C(=C1/C=C(/C(=O)OCC)\CC)OC)OC)OC)OC (Ethyl (E)-3-(6-methyl-2,3,4,5-tetramethoxyphenyl)-2-ethylpropenoate), product. Starting materials: CC1=C(C(=C(C(=C1C=O)OC)OC)OC)OC (6-methyl-2,3,4,5-tetramethoxybenzaldehyde), CC1=C(C(=C(C(=C1/C=C/C(=O)OCC)OC)OC)OC)OC (Ethyl (E)-3-(6-methyl-2,3,4,5-tetramethoxyphenyl)-propenoate). As a reaction SMILES: [CH3:1][C:2]1[C:7]([CH:8]=O)=[C:6]([O:10][CH3:11])[C:5]([O:12][CH3:13])=[C:4]([O:14][CH3:15])[C:3]=1[O:16][CH3:17].CC1[C:24](/[CH:25]=[CH:26]/[C:27]([O:29][CH2:30][CH3:31])=[O:28])=C(OC)C(OC)=C(OC)C=1OC>>[CH3:1][C:2]1[C:7](/[CH:8]=[C:26](\[CH2:25][CH3:24])/[C:27]([O:29][CH2:30][CH3:31])=[O:28])=[C:6]([O:10][CH3:11])[C:5]([O:12][CH3:13])=[C:4]([O:14][CH3:15])[C:3]=1[O:16][CH3:17]. Reported procedure: Compound 8c was prepared from 7 (0.437 g, 1.82 mmol) as described above for 8a to give 0.258 g (0.762 mmol, 42%) of the product as a colorless oil following flash chromatography (1:3 EtOAc:hexanes). Product: Cc1cccc(-c2ccccc2)c1N. The reactants are CCO, Cc1cccc(-c2ccccc2)c1[N+](=O)[O-]. As a reaction SMILES: [CH3:17][CH2:18][OH:19].[CH3:1][c:2]1[c:3]([N+:14]([O-:15])=[O:16])[c:4](-[c:8]2[cH:9][cH:10][cH:11][cH:12][cH:13]2)[cH:5][cH:6][cH:7]1>>[CH3:1][c:2]1[c:3]([NH2:14])[c:4](-[c:8]2[cH:9][cH:10][cH:11][cH:12][cH:13]2)[cH:5][cH:6][cH:7]1.